Dataset: the Open Reaction Database (ORD), a public repository of structured organic reaction records. Task: describe an organic reaction: reactants, conditions, products, and yield Starting materials: OC1C=CC(N1)=O (1,5-dihydro-5-hydroxy-2H-pyrrol-2-one), C(CCCCC)O (1-hexanol). Run at temperature 85 celsius. Yields the product C(CCCCC)OC1C=CC(N1)=O (1,5-dihydro-5-n-hexyloxy-2H-pyrrol-2-one). As a reaction SMILES: [OH:1][CH:2]1[NH:6][C:5](=[O:7])[CH:4]=[CH:3]1.[CH2:8](O)[CH2:9][CH2:10][CH2:11][CH2:12][CH3:13]>>[CH2:8]([O:1][CH:2]1[NH:6][C:5](=[O:7])[CH:4]=[CH:3]1)[CH2:9][CH2:10][CH2:11][CH2:12][CH3:13]. Procedure: A mixture of 2.5 g of 1,5-dihydro-5-hydroxy-2H-pyrrol-2-one in 75 cm3 of 1-hexanol and 1.3 g of Amberlite IR 120 H is heated to 85° C. for 2 hours. After allowing to cool to ambient temperature, the resin is filtered off and the solvent is evaporated under reduced pressure. The residue is distilled, and 3.4 g of the expected product is obtained. b.p. 120°-125° C. under 0.4 mbar.